This data is from the Open Reaction Database (ORD), a public repository of structured organic reaction records. The task is: describe an organic reaction: reactants, conditions, products, and yield Reactants: ClCCl, CC#N, O=C(Cl)c1cc(-c2cccnc2)n2c1CSC2, Cl, NCc1ccccc1. The product is O=C(NCc1ccccc1)c1cc(-c2cccnc2)n2c1CSC2. As a reaction SMILES: [CH2:30]([Cl:31])[Cl:32].[CH3:27][C:28]#[N:29].[Cl:10][C:11](=[O:12])[c:13]1[cH:14][c:15](-[c:21]2[cH:22][n:23][cH:24][cH:25][cH:26]2)[n:16]2[c:20]1[CH2:19][S:18][CH2:17]2.[ClH:9].[NH2:1][CH2:2][c:3]1[cH:4][cH:5][cH:6][cH:7][cH:8]1>>[NH:1]([CH2:2][c:3]1[cH:4][cH:5][cH:6][cH:7][cH:8]1)[C:11](=[O:12])[c:13]1[cH:14][c:15](-[c:21]2[cH:22][n:23][cH:24][cH:25][cH:26]2)[n:16]2[c:20]1[CH2:19][S:18][CH2:17]2. Starting materials: COc1cc(C(O)c2c[nH]c3ncc(Cl)cc23)c(F)cc1OCc1ccccc1, COc1cc(C(OC)c2c[nH]c3ncc(Cl)cc23)c(F)cc1OCc1ccccc1, CC[SiH](CC)CC, CC#N, O=C(O)C(F)(F)F. The product is COc1cc(Cc2c[nH]c3ncc(Cl)cc23)c(F)cc1OCc1ccccc1. As a reaction SMILES: [CH2:1]([c:2]1[cH:3][cH:4][cH:5][cH:6][cH:7]1)[O:8][c:9]1[cH:10][c:11]([F:29])[c:12]([CH:17]([OH:18])[c:19]2[cH:20][nH:21][c:22]3[n:23][cH:24][c:25]([Cl:28])[cH:26][c:27]23)[cH:13][c:14]1[O:15][CH3:16].[CH2:30]([O:31][c:32]1[c:33]([O:34][CH3:35])[cH:36][c:37]([CH:38]([O:39][CH3:40])[c:41]2[c:42]3[c:43]([n:44][cH:45][c:46]([Cl:47])[cH:48]3)[nH:49][cH:50]2)[c:51]([F:52])[cH:53]1)[c:54]1[cH:55][cH:56][cH:57][cH:58][cH:59]1.[CH2:67]([SiH:68]([CH2:69][CH3:70])[CH2:71][CH3:72])[CH3:73].[CH3:74][C:75]#[N:76].[OH:60][C:61]([C:62]([F:63])([F:64])[F:65])=[O:66]>>[CH2:1]([c:2]1[cH:3][cH:4][cH:5][cH:6][cH:7]1)[O:8][c:9]1[cH:10][c:11]([F:29])[c:12]([CH2:17][c:19]2[cH:20][nH:21][c:22]3[n:23][cH:24][c:25]([Cl:28])[cH:26][c:27]23)[cH:13][c:14]1[O:15][CH3:16]. The reactants are BrC=1C=C(C=CC1)B(O)O (3-bromophenylboronic acid), OC(C)(C)C(C)(C)O (pinacol). Yields the product BrC=1C=C(C=CC1)B1OC(C(O1)(C)C)(C)C (2-(3-Bromophenyl)-4,4,5,5-tetramethyl-[1,3,2]dioxaborolane). Yield: 77.0%. Reaction SMILES: [Br:1][C:2]1[CH:3]=[C:4]([B:8]([OH:10])[OH:9])[CH:5]=[CH:6][CH:7]=1.O[C:12]([C:15](O)([CH3:17])[CH3:16])([CH3:14])[CH3:13]>>[Br:1][C:2]1[CH:3]=[C:4]([B:8]2[O:10][C:15]([CH3:17])([CH3:16])[C:12]([CH3:14])([CH3:13])[O:9]2)[CH:5]=[CH:6][CH:7]=1. Procedure details: The title compound (77%, oil) was prepared from 3-bromophenylboronic acid and pinacol. Starting materials: CCO, Cc1ccc(NCCCN2CCN(c3ccccc3[N+](=O)[O-])CC2)c(C(=O)N(C)C)c1. Yields the product Cc1ccc(NCCCN2CCN(c3ccccc3N)CC2)c(C(=O)N(C)C)c1. As a reaction SMILES: [CH3:32][CH2:33][OH:34].[N+:1]([O-:2])(=[O:3])[c:4]1[c:5]([N:10]2[CH2:11][CH2:12][N:13]([CH2:16][CH2:17][CH2:18][NH:19][c:20]3[c:21]([C:22](=[O:23])[N:24]([CH3:25])[CH3:26])[cH:27][c:28]([CH3:31])[cH:29][cH:30]3)[CH2:14][CH2:15]2)[cH:6][cH:7][cH:8][cH:9]1>>[NH2:1][c:4]1[c:5]([N:10]2[CH2:11][CH2:12][N:13]([CH2:16][CH2:17][CH2:18][NH:19][c:20]3[c:21]([C:22](=[O:23])[N:24]([CH3:25])[CH3:26])[cH:27][c:28]([CH3:31])[cH:29][cH:30]3)[CH2:14][CH2:15]2)[cH:6][cH:7][cH:8][cH:9]1. Starting materials: imine, C(C(C)C)=O (isobutyraldehyde), C(C1=CC=CC=C1)N (benzylamine), P(O)(O)O (phosphorous acid). Solvent: O (water). Yields the product C(C1=CC=CC=C1)NCC(C)C (benzylisobutylamine). Reaction SMILES: [CH:1](=O)[CH:2]([CH3:4])[CH3:3].[CH2:6]([NH2:13])[C:7]1[CH:12]=[CH:11][CH:10]=[CH:9][CH:8]=1.P(O)(O)O>O>[CH2:6]([NH:13][CH2:1][CH:2]([CH3:4])[CH3:3])[C:7]1[CH:12]=[CH:11][CH:10]=[CH:9][CH:8]=1. Reported procedure: To the imine from isobutyraldehyde and benzylamine (51.4 g; 0.3 mole) was added phosphorous acid (24.6 g; 0.3 mole). While stirring the mixture was slowly warmed to 65°-70° when a vigorous exothermic reaction was initiated. The reaction temperature reached 130°-145°. Upon cooling the reaction mixture became a glass. This glass was dissolved in water and basified. Extraction with benzene yielded benzylisobutylamine. The aqueous portion was acidified and after removal of sodium chloride yielded a ...